From a dataset of the Open Reaction Database (ORD), a public repository of structured organic reaction records. describe an organic reaction: reactants, conditions, products, and yield The reactants are ClCC(=O)NC=1C(C(=O)O)=CC(=CC1)Cl (N-chloroacetyl-5-chloroanthranilic acid), C(C)OC(C=1C(N)=CC=CC1)=O (anthranilic acid ethyl ester). Product: ClCC1=NC2=CC=C(C=C2C(N1C1=C(C=CC=C1)C(=O)OCC)=O)Cl (2-Chloromethyl-3-(2-ethoxycarbonyl-phenyl)-6-chloro-4H-quinazolin-4-one). RXN SMILES: [Cl:1][CH2:2][C:3]([NH:5][C:6]1[C:7](=[CH:11][C:12]([Cl:15])=[CH:13][CH:14]=1)[C:8](O)=[O:9])=O.[CH2:16]([O:18][C:19](=[O:27])[C:20]1[C:21](=[CH:23][CH:24]=[CH:25][CH:26]=1)[NH2:22])[CH3:17]>>[Cl:1][CH2:2][C:3]1[N:22]([C:21]2[CH:23]=[CH:24][CH:25]=[CH:26][C:20]=2[C:19]([O:18][CH2:16][CH3:17])=[O:27])[C:8](=[O:9])[C:7]2[C:6](=[CH:14][CH:13]=[C:12]([Cl:15])[CH:11]=2)[N:5]=1. Procedure: 2-Chloromethyl-3-(2-ethoxycarbonyl-phenyl)-6-chloro-4H-quinazolin-4-one (melting point: 195°-197° C., recrystallised from toluene) was prepared from N-chloroacetyl-5-chloroanthranilic acid and anthranilic acid ethyl ester analogously to the method in J. Amer. Chem. Soc. 68 (1946), 542. The reactants are C(C)(C)S(=O)(=O)N (isopropylsulfonamide), C(C)OC(=O)C=1OC2=C(C1C)C(=CC=C2)OS(=O)(=O)C(F)(F)F (3-methyl-4-trifluoromethanesulfonyloxy-benzofuran-2-carboxylic acid ethyl ester). The product is C(C)OC(=O)C=1OC2=C(C1C)C(=CC=C2)NS(=O)(=O)C(C)C (3-methyl-4-(propane-2-sulfonylamino)-benzofuran-2-carboxylic acid ethyl ester). The yield is 23.0%. As a reaction SMILES: [CH:1]([S:4]([NH2:7])(=[O:6])=[O:5])([CH3:3])[CH3:2].[CH2:8]([O:10][C:11]([C:13]1[O:14][C:15]2[CH:22]=[CH:21][CH:20]=[C:19](OS(C(F)(F)F)(=O)=O)[C:16]=2[C:17]=1[CH3:18])=[O:12])[CH3:9]>>[CH2:8]([O:10][C:11]([C:13]1[O:14][C:15]2[CH:22]=[CH:21][CH:20]=[C:19]([NH:7][S:4]([CH:1]([CH3:3])[CH3:2])(=[O:6])=[O:5])[C:16]=2[C:17]=1[CH3:18])=[O:12])[CH3:9]. Reported procedure: Coupling of isopropylsulfonamide with 3-methyl-4-trifluoromethanesulfonyloxy-benzofuran-2-carboxylic acid ethyl ester was carried out according to Example 36, Step 1 to give 3-methyl-4-(propane-2-sulfonylamino)-benzofuran-2-carboxylic acid ethyl ester in 23% yield. 1H NMR (400 MHz, CDCl3) δ ppm 1.4 (t, J=6.4 Hz, 9 H) 2.9 (t, 3 H) 3.5 (m, 1 H) 4.5 (q, J=7.1 Hz, 2 H) 6.6 (s, 1 H) 7.4 (m, 3 H).